Dataset: the Open Reaction Database (ORD), a public repository of structured organic reaction records. Task: describe an organic reaction: reactants, conditions, products, and yield Starting materials: CCC(CC)c1cc(C)nn2c(-c3sc4cccnc4c3Br)c(C)nc12, CO, CCOC(C)=O, CCCCCC, N#C[Cu], N, CN(C)C=O. Yields the product CCC(CC)c1cc(C)nn2c(-c3sc4cccnc4c3C#N)c(C)nc12. As a reaction SMILES: [Br:1][c:2]1[c:3](-[c:11]2[c:12]([CH3:26])[n:13][c:14]3[n:15]2[n:16][c:17]([CH3:25])[cH:18][c:19]3[CH:20]([CH2:21][CH3:22])[CH2:23][CH3:24])[s:4][c:5]2[c:6]1[n:7][cH:8][cH:9][cH:10]2.[CH3:36][OH:37].[CH3:38][CH2:39][O:40][C:41]([CH3:42])=[O:43].[CH3:44][CH2:45][CH2:46][CH2:47][CH2:48][CH3:49].[Cu:27][C:28]#[N:29].[NH3:35].[O:30]=[CH:31][N:32]([CH3:33])[CH3:34]>>[c:2]1([C:28]#[N:29])[c:3](-[c:11]2[c:12]([CH3:26])[n:13][c:14]3[n:15]2[n:16][c:17]([CH3:25])[cH:18][c:19]3[CH:20]([CH2:21][CH3:22])[CH2:23][CH3:24])[s:4][c:5]2[c:6]1[n:7][cH:8][cH:9][cH:10]2. Reactants: C(\C=C\C1=CC=CC=C1)=O (trans-cinnamaldehyde), CC(=O)C1=CC=C(C=C1)OC (4-methoxy acetophenone), [OH-].[Na+] (sodium hydroxide). Solvent: C(C)O (ethanol). Reaction conditions: time 12 hour. The product is COC1=CC=C(C=C1)C(C=CC=CC1=CC=CC=C1)=O (1-(4-methoxy-phenyl)-5-phenyl-penta-2,4-diene-1-one). Isolated yield 72.0%. As a reaction SMILES: [CH:1](=O)/[CH:2]=[CH:3]/[C:4]1[CH:9]=[CH:8][CH:7]=[CH:6][CH:5]=1.[CH3:11][C:12]([C:14]1[CH:19]=[CH:18][C:17]([O:20][CH3:21])=[CH:16][CH:15]=1)=[O:13].[OH-].[Na+]>C(O)C>[CH3:21][O:20][C:17]1[CH:18]=[CH:19][C:14]([C:12](=[O:13])[CH:11]=[CH:1][CH:2]=[CH:3][C:4]2[CH:9]=[CH:8][CH:7]=[CH:6][CH:5]=2)=[CH:15][CH:16]=1 |f:2.3|. Reported procedure: 2 ml of trans-cinnamaldehyde and 2.5 g of 4-methoxy acetophenone were dissolved in 50 ml of ethanol at room temperature. 10 ml of sodium hydroxide solution was then added and stirred for 12 h to form yellow solid precipitation. Filtering the precipitation to obtain the compound 1, with yield of 72% and purity of 96.3%. FIG. 1 and FIG. 2 respectively show the NMR and UV spectrum of compound 1; wherein the maximum adsorptive wavelength of compound 1 is 345 nm, and the adsorptive coefficient ε is 4... The reactants are CN(C)C=O (DMF), ClC1=C(C(=CC=C1)Cl)C=1NC2=C(N1)C=CC(=C2)C(=O)O (2-(2,6-dichlorophenyl)-3H-benzoimidazole-5-carboxylic acid), C(Cl)Cl (Methylene chloride). Solvent: S(=O)(Cl)Cl (thionyl chloride). Reaction conditions: time 18 hour. Yields the product Cl.ClC1=C(C(=CC=C1)Cl)C=1NC2=C(N1)C=CC(=C2)C(=O)Cl (2-(2,6-Dichlorophenyl)-3H-benzimidazole-5-carbonyl chloride hydrochloride). As a reaction SMILES: [Cl:1][C:2]1[CH:7]=[CH:6][CH:5]=[C:4]([Cl:8])[C:3]=1[C:9]1[NH:10][C:11]2[CH:17]=[C:16]([C:18]([OH:20])=O)[CH:15]=[CH:14][C:12]=2[N:13]=1.CN(C=O)C.C(Cl)[Cl:27]>S(Cl)(Cl)=O>[ClH:1].[Cl:1][C:2]1[CH:7]=[CH:6][CH:5]=[C:4]([Cl:8])[C:3]=1[C:9]1[NH:10][C:11]2[CH:17]=[C:16]([C:18]([Cl:27])=[O:20])[CH:15]=[CH:14][C:12]=2[N:13]=1 |f:4.5|. Reported procedure: A mixture of 2-(2,6-dichlorophenyl)-3H-benzoimidazole-5-carboxylic acid (5 g) in thionyl chloride (10 mL) containing a catalytic quantity of DMF was stirred at RT for 18 h. Methylene chloride was added and the resulting solid was filtered, washed with methylene chloride and dried under reduced pressure to give the title compound as an off-white solid. The reactants are C1CCOC1, CC(=O)O, COC(=O)c1cc2cnc3[nH]ccc3c2s1, [Li+], [OH-], O. The product is O=C(O)c1cc2cnc3[nH]ccc3c2s1. RXN SMILES: [CH2:23]1[O:24][CH2:25][CH2:26][CH2:27]1.[CH3:19][C:20](=[O:21])[OH:22].[CH3:1][O:2][C:3](=[O:4])[c:5]1[s:6][c:7]2[c:8]3[cH:9][cH:10][nH:11][c:12]3[n:13][cH:14][c:15]2[cH:16]1.[Li+:18].[OH-:17].[OH2:28]>>[O:2]=[C:3]([OH:4])[c:5]1[s:6][c:7]2[c:8]3[cH:9][cH:10][nH:11][c:12]3[n:13][cH:14][c:15]2[cH:16]1. Reactants: CN(C)C=O, CC(C)Br, O=C(Nc1ccc(S)cc1)c1cc(Cl)ccc1NS(=O)(=O)c1ccc(Cl)cc1. The product is CC(C)Sc1ccc(NC(=O)c2cc(Cl)ccc2NS(=O)(=O)c2ccc(Cl)cc2)cc1. RXN SMILES: [CH3:33][N:34]([CH3:35])[CH:36]=[O:37].[CH:29]([CH3:30])([CH3:31])[Br:32].[Cl:1][c:2]1[cH:3][cH:4][c:5]([NH:18][S:19](=[O:20])(=[O:21])[c:22]2[cH:23][cH:24][c:25]([Cl:28])[cH:26][cH:27]2)[c:6]([C:7](=[O:8])[NH:9][c:10]2[cH:11][cH:12][c:13]([SH:16])[cH:14][cH:15]2)[cH:17]1>>[Cl:1][c:2]1[cH:3][cH:4][c:5]([NH:18][S:19](=[O:20])(=[O:21])[c:22]2[cH:23][cH:24][c:25]([Cl:28])[cH:26][cH:27]2)[c:6]([C:7](=[O:8])[NH:9][c:10]2[cH:11][cH:12][c:13]([S:16][CH:29]([CH3:30])[CH3:31])[cH:14][cH:15]2)[cH:17]1. Reactants: FC1=CC2=C(SC(=C2)C(=O)O)C=C1 (5-fluoro-2-benzo[b]thiophenecarboxylic acid), FC1=CC2=C(SC(=C2)C(=S)SCC)C=C1 (ethyl 5-fluoro-2-benzo[b]thiophenecarbodithioate), FC1=CC2=C(SC(=C2)C(=S)SCC)C=C1 (ethyl 5-fluoro-2-benzo[b]thiophenecarbodithioate). Yields the product FC1=CC=CC=2SC(=CC21)C(=S)SCC (ethyl 4-fluoro-2-benzo[b]thiophenecarbodithioate). Reaction SMILES: [F:1]C1C=CC2SC(C(O)=O)=CC=2C=1.F[C:15]1[CH:28]=[CH:27][C:18]2[S:19][C:20]([C:22]([S:24][CH2:25][CH3:26])=[S:23])=[CH:21][C:17]=2[CH:16]=1>>[F:1][C:16]1[C:17]2[CH:21]=[C:20]([C:22]([S:24][CH2:25][CH3:26])=[S:23])[S:19][C:18]=2[CH:27]=[CH:28][CH:15]=1. Reported procedure: The 5-fluoro-2-benzo[b]thiophenecarboxylic acid prepared above in A was converted to ethyl 5-fluoro-2-benzo[b]thiophenecarbodithioate (mp 91-92° C.) using the procedures described above in Examples 2(B)-2(D). NMR confirmed the structure as that of ethyl 5-fluoro-2-benzo[b]thiophenecarbodithioate.